From a dataset of the Open Reaction Database (ORD), a public repository of structured organic reaction records. describe an organic reaction: reactants, conditions, products, and yield Reactants: C(C)(C)(C)N1N=CC(=C(C1=O)Cl)OC(COS(=O)(=O)C1=CC=C(C=C1)C)C1=CC=C(C=C1)C(C)(C)C (2-tert-butyl-4-chloro-5-(2-p-toluenesulfonyloxy-1-(4-tert-butylphenyl)-1-ethyl)oxy-3(2H)-pyridazinone), [F-].C(CCC)[N+](CCCC)(CCCC)CCCC (tetrabutylammonium fluoride), ClCCl (dichloromethane). Run in O (water). Run at time 15 minute. Yields the product C(C)(C)(C)N1N=CC(=C(C1=O)Cl)OC(CF)C1=CC=C(C=C1)C(C)(C)C (2-tert-butyl-4-chloro-5-(2-fluoro-1-(4-tert-butylphenyl)-1-ethyl)oxy-3(2H)-pyridazinone). Reaction SMILES: [C:1]([N:5]1[C:10](=[O:11])[C:9]([Cl:12])=[C:8]([O:13][CH:14]([C:27]2[CH:32]=[CH:31][C:30]([C:33]([CH3:36])([CH3:35])[CH3:34])=[CH:29][CH:28]=2)[CH2:15]OS(C2C=CC(C)=CC=2)(=O)=O)[CH:7]=[N:6]1)([CH3:4])([CH3:3])[CH3:2].[F-:37].C([N+](CCCC)(CCCC)CCCC)CCC.ClCCl>O>[C:1]([N:5]1[C:10](=[O:11])[C:9]([Cl:12])=[C:8]([O:13][CH:14]([C:27]2[CH:32]=[CH:31][C:30]([C:33]([CH3:36])([CH3:35])[CH3:34])=[CH:29][CH:28]=2)[CH2:15][F:37])[CH:7]=[N:6]1)([CH3:4])([CH3:3])[CH3:2] |f:1.2|. Reported procedure: To a 15 ml round bottom flask charged with 2-tert-butyl-4-chloro-5-(2-p-toluenesulfonyloxy-1-(4-tert-butylphenyl)-1-ethyl)oxy-3(2H)-pyridazinone (0.2 g, 0.375 mmol) is added 3.75 ml of tetrabutylammonium fluoride solution (1M in THF, 3.75 mmol). The mixture is first stirred at room temperature for 15 minutes after which it is heated for 15 minutes at 100° C. The solution is then cooled to room temperature and to it is added dichloromethane followed by water. The layers were separated and the org... The reactants are [N+](=O)(O)[O-] (nitric acid), C([O-])(O)=O.[Na+] (sodium bicarbonate), COC1=C(C=CC=C1OC)O (2,3-Dimethoxyphenol), C1(=CC=CC=C1)O (phenol). Solvent: O (water), C(C)(=O)O (acetic acid), O (water). Conditions: temperature 5 celsius. Yields the product COC1=C(C(=CC=C1OC)[N+](=O)[O-])O (2,3-Dimethoxy-6-nitrophenol). As a reaction SMILES: [CH3:1][O:2][C:3]1[C:8]([O:9][CH3:10])=[CH:7][CH:6]=[CH:5][C:4]=1[OH:11].[N+:12]([O-])([OH:14])=[O:13].C1(O)C=CC=CC=1.C(=O)(O)[O-].[Na+]>C(O)(=O)C.O>[CH3:1][O:2][C:3]1[C:8]([O:9][CH3:10])=[CH:7][CH:6]=[C:5]([N+:12]([O-:14])=[O:13])[C:4]=1[OH:11] |f:3.4|. Reported procedure: 2,3-Dimethoxyphenol (79) (5.00 g, 0.032 mol) was dissolved in glacial acetic acid (50 ml) and the resultant, stirred solution was cooled to 5° C. A cooled (5° C.) mixture of concentrated nitric acid (10 ml) and water (10 ml) was added in one portion to the phenol solution which immediately turned dark red-brown. The mixture was stirred for a further minute and poured into water (200 ml), this solution was neutralised with saturated sodium bicarbonate solution until all effervescense had ceased. ...